Task: describe an organic reaction: reactants, conditions, products, and yield. Dataset: the Open Reaction Database (ORD), a public repository of structured organic reaction records Starting materials: intermediate [ 1C ], C=1C=CC2=C(C1)N=NN2O (HOBt), CCN=C=NCCCN(C)C.Cl (EDCI.HCl), Cl[Sn]Cl (SnCl2), FC=1C=C(C(=O)O)C=CC1[N+](=O)[O-] (3-fluoro-4-nitro benzoic acid), amide, Amide. Solvent: CCO (EtOH), CN(C)C=O (DMF). The product is C(C1=CC=CC=C1)(=O)N (benzamide). RXN SMILES: F[C:2]1[CH:3]=[C:4]([CH:8]=[CH:9][C:10]=1[N+]([O-])=O)[C:5](O)=[O:6].CC[N:16]=C=NCCCN(C)C.Cl.C1C=CC2N(O)N=NC=2C=1.Cl[Sn]Cl>CCO.CN(C=O)C>[C:5]([NH2:16])(=[O:6])[C:4]1[CH:8]=[CH:9][CH:10]=[CH:2][CH:3]=1 |f:1.2|. Reported procedure: In one embodiment, intermediate [1C] is prepared according to Scheme 5A. In this route, 3-fluoro-4-nitro benzoic acid [Q1] is converted to corresponding amide [R1] using R7R8NH, EDCI.HCl, HOBt, TEA, and DMF at about rt for about 10 h. Amide [R1] is then reduced using SnCl2 in EtOH at reflux for about 3-4 h to provide benzamide [S1]. Benzamide [S1] is then converted to urea [T1] using 4-bromophenylisocyanate in the presence of TEA and DCM at about rt. Conversion of urea [T1] to intermediate [1C] ... Reactants: solution, Cl (hydrochloric acid), NC1=C2NC(N(C2=NC(=N1)OCCCC)CCCN(CCCN1CCOCC1)CC=1C=C(C=CC1)CC(=O)OC)=O (methyl (3-{[[3-(6-amino-2-butoxy-8-oxo-7,8-dihydro-9H-purin-9-yl)propyl](3-morpholin-4-ylpropyl)amino]methyl}phenyl)acetate). The solvent is CO (methanol), CO (methanol). Reaction conditions: temperature 60 celsius, time 1 hour. Yields the product Cl.NC1=C2NC(N(C2=NC(=N1)OCCCC)CCCN(CCCN1CCOCC1)CC=1C=C(C=CC1)CC(=O)OC)=O (methyl (3-{[[3-(6-amino-2-butoxy-8-oxo-7,8-dihydro-9H-purin-9-yl)propyl](3-morpholin-4-ylpropyl)amino]methyl}phenyl)acetate monohydrochloride), final product. Reaction SMILES: [ClH:1].[NH2:2][C:3]1[N:11]=[C:10]([O:12][CH2:13][CH2:14][CH2:15][CH3:16])[N:9]=[C:8]2[C:4]=1[NH:5][C:6](=[O:42])[N:7]2[CH2:17][CH2:18][CH2:19][N:20]([CH2:30][C:31]1[CH:32]=[C:33]([CH2:37][C:38]([O:40][CH3:41])=[O:39])[CH:34]=[CH:35][CH:36]=1)[CH2:21][CH2:22][CH2:23][N:24]1[CH2:29][CH2:28][O:27][CH2:26][CH2:25]1>CO>[ClH:1].[NH2:2][C:3]1[N:11]=[C:10]([O:12][CH2:13][CH2:14][CH2:15][CH3:16])[N:9]=[C:8]2[C:4]=1[NH:5][C:6](=[O:42])[N:7]2[CH2:17][CH2:18][CH2:19][N:20]([CH2:30][C:31]1[CH:32]=[C:33]([CH2:37][C:38]([O:40][CH3:41])=[O:39])[CH:34]=[CH:35][CH:36]=1)[CH2:21][CH2:22][CH2:23][N:24]1[CH2:29][CH2:28][O:27][CH2:26][CH2:25]1 |f:3.4|. Procedure details: A 80 mM solution of hydrochloric acid in methanol (65.0 μl, 5.2 μmol) was added to a solution of methyl (3-{[[3-(6-amino-2-butoxy-8-oxo-7,8-dihydro-9H-purin-9-yl)propyl](3-morpholin-4-ylpropyl)amino]methyl}phenyl)acetate (3.0 mg, 5.3 μmol) dissolved in methanol (1.5 ml) at room temperature. The solution was shaken at 60° C. for one hour, then cooled to 5° C. After 30 minutes, the solvent was left to slowly evaporate at 5° C., to give methyl (3-{[[3-(6-amino-2-butoxy-8-oxo-7,8-dihydro-9H-purin-9-... The reactants are C(C)(C)(C)OC(NC1=C(C=C(C=C1)C=1C=NC(=CC1)OCC1=CC=CC=C1)N)=O ([2-amino-4-(6-benzyloxy-pyridin-3-yl)-phenyl]-carbamic acid tert.-butyl ester), CC1(OC(=CC(O1)=O)C1=CC(=CC=C1)C(F)(F)F)C (2,2-dimethyl-6-(3-trifluoromethyl-phenyl)-[1,3]dioxin-4-one). Product: C(C)(C)(C)OC(NC1=C(C=C(C=C1)C=1C=NC(=CC1)OCC1=CC=CC=C1)NC(CC(C1=CC(=CC=C1)C(F)(F)F)=O)=O)=O ({4-(6-Benzyloxy-pyridin-3-yl)-2-[3-oxo-3-(3-trifluoromethyl-phenyl)-propionylamino]-phenyl}-carbamic acid tert.-butyl ester). Yield: 67.6%. Reaction SMILES: [C:1]([O:5][C:6](=[O:29])[NH:7][C:8]1[CH:13]=[CH:12][C:11]([C:14]2[CH:15]=[N:16][C:17]([O:20][CH2:21][C:22]3[CH:27]=[CH:26][CH:25]=[CH:24][CH:23]=3)=[CH:18][CH:19]=2)=[CH:10][C:9]=1[NH2:28])([CH3:4])([CH3:3])[CH3:2].CC1(C)[O:36][C:35](=O)[CH:34]=[C:33]([C:38]2[CH:43]=[CH:42][CH:41]=[C:40]([C:44]([F:47])([F:46])[F:45])[CH:39]=2)[O:32]1>>[C:1]([O:5][C:6](=[O:29])[NH:7][C:8]1[CH:13]=[CH:12][C:11]([C:14]2[CH:15]=[N:16][C:17]([O:20][CH2:21][C:22]3[CH:23]=[CH:24][CH:25]=[CH:26][CH:27]=3)=[CH:18][CH:19]=2)=[CH:10][C:9]=1[NH:28][C:35](=[O:36])[CH2:34][C:33](=[O:32])[C:38]1[CH:43]=[CH:42][CH:41]=[C:40]([C:44]([F:45])([F:47])[F:46])[CH:39]=1)([CH3:4])([CH3:2])[CH3:3]. Reported procedure: Prepared from [2-amino-4-(6-benzyloxy-pyridin-3-yl)-phenyl]-carbamic acid tert.-butyl ester (Example G30) (203 mg, 0.52 mmol) and 2,2-dimethyl-6-(3-trifluoromethyl-phenyl)-[1,3]dioxin-4-one (Example J5) (150 mg, 0.55 mmol) according to the general procedure K. Obtained as an off-white solid (213 mg). The reactants are O=C([O-])[O-], CC(C)(C)n1ncc(Cl)c(Cl)c1=O, C[SiH](C)OC(C(O)c1ccc(C(C)(C)C)cc1)C(C)(C)C, CCOC(C)=O, [Cs+], [Cs+], CN(C)C=O. Yields the product C[SiH](C)OC(C(Oc1cnn(C(C)(C)C)c(=O)c1Cl)c1ccc(C(C)(C)C)cc1)C(C)(C)C. Reaction SMILES: [C:14](=[O:15])([O-:16])[O-:17].[C:1]([CH3:2])([CH3:3])([CH3:4])[n:5]1[n:6][cH:7][c:8]([Cl:13])[c:9]([Cl:12])[c:10]1=[O:11].[C:20]([CH3:21])([CH3:22])([CH3:23])[CH:24]([CH:25]([c:26]1[cH:27][cH:28][c:29]([C:32]([CH3:33])([CH3:34])[CH3:35])[cH:30][cH:31]1)[OH:36])[O:37][SiH:38]([CH3:39])[CH3:40].[CH3:41][CH2:42][O:43][C:44](=[O:45])[CH3:46].[Cs+:18].[Cs+:19].[O:47]=[CH:48][N:49]([CH3:50])[CH3:51]>>[C:1]([CH3:2])([CH3:3])([CH3:4])[n:5]1[n:6][cH:7][c:8]([O:36][CH:25]([CH:24]([C:20]([CH3:21])([CH3:22])[CH3:23])[O:37][SiH:38]([CH3:39])[CH3:40])[c:26]2[cH:27][cH:28][c:29]([C:32]([CH3:33])([CH3:34])[CH3:35])[cH:30][cH:31]2)[c:9]([Cl:12])[c:10]1=[O:11]. Reactants: C(C)(C)[Mg]Cl (Isopropylmagnesium chloride), IC1=NN(C2=CC=CC=C12)C (3-Iodo-1-methyl-1H-indazole), C(CCC)[Sn](Cl)(CCCC)CCCC (Tributylchlorostannane). Solvent: C1CCOC1 (THF). Reaction conditions: temperature -16 celsius, time 15 minute. Product: CN1N=C(C2=CC=CC=C12)[Sn](CCCC)(CCCC)CCCC (1-methyl-3-tributylstannanyl-1H-indazole). Yield: 91.7%. Reaction SMILES: I[C:2]1[C:10]2[C:5](=[CH:6][CH:7]=[CH:8][CH:9]=2)[N:4]([CH3:11])[N:3]=1.C([Mg]Cl)(C)C.[CH2:17]([Sn:21]([CH2:27][CH2:28][CH2:29][CH3:30])([CH2:23][CH2:24][CH2:25][CH3:26])Cl)[CH2:18][CH2:19][CH3:20]>C1COCC1>[CH3:11][N:4]1[C:5]2[C:10](=[CH:9][CH:8]=[CH:7][CH:6]=2)[C:2]([Sn:21]([CH2:23][CH2:24][CH2:25][CH3:26])([CH2:27][CH2:28][CH2:29][CH3:30])[CH2:17][CH2:18][CH2:19][CH3:20])=[N:3]1. Reported procedure: 3-Iodo-1-methyl-1H-indazole (0.15 g, 0.58 mmol) was dissolved in THF (3 ml) and the solution was cooled to −16° C. using a NaCl/ice bath. Isopropylmagnesium chloride (2.0M in THF, 0.32 ml, 0.64 mmol) was added dropwise and the reaction mixture was stirred at −16° C. for 15 min. Tributylchlorostannane (0.18 ml, 0.66 mmol) was slowly added and the reaction mixture was allowed to warm to room temperature over 1.5 h. The reaction mixture was quenched with saturated NH4Cl solution and extracted with ... Starting materials: ClC1=CC=C(C=C1)C1N=C(NC1C1=CC=C(C=C1)Cl)S (4,5-bis(4-chlorophenyl)-4,5-dihydro-1H-imidazole-2-thiol), CI (methyl iodide). Run in C(C)O (ethanol). The product is ClC1=CC=C(C=C1)C1N=C(NC1C1=CC=C(C=C1)Cl)SC (4,5-bis(4-chlorophenyl)-4,5-dihydro-2-(methylthio)-1H-imidazole). The yield is 105.4%. RXN SMILES: [Cl:1][C:2]1[CH:7]=[CH:6][C:5]([CH:8]2[CH:12]([C:13]3[CH:18]=[CH:17][C:16]([Cl:19])=[CH:15][CH:14]=3)[NH:11][C:10]([SH:20])=[N:9]2)=[CH:4][CH:3]=1.[CH3:21]I>C(O)C>[Cl:1][C:2]1[CH:3]=[CH:4][C:5]([CH:8]2[CH:12]([C:13]3[CH:18]=[CH:17][C:16]([Cl:19])=[CH:15][CH:14]=3)[NH:11][C:10]([S:20][CH3:21])=[N:9]2)=[CH:6][CH:7]=1. Procedure: A mixture of 8.0 g of 4,5-bis(4-chlorophenyl)-4,5-dihydro-1H-imidazole-2-thiol, 4.0 g of methyl iodide and 100 ml of ethanol was heated at reflux for 4 hours. The solvent was removed in vacuo and the residue distributed between methylene chloride and 10% aqueous NaHCO3 solution. The organic layer was dried and evaporated to give 8.8 g of 4,5-bis(4-chlorophenyl)-4,5-dihydro-2-(methylthio)-1H-imidazole as a colorless oil. The NMR spectrum was consistent with this structure. The hydrochloride salt ... Reactants: [H-].[Al+3].[Li+].[H-].[H-].[H-] (lithium aluminum hydride), BrC1=CC(=C(C=C1)CC(=O)OC(C)(C)C)C (tert-butyl (4-bromo-2-methylphenyl)acetate), O (water), [OH-].[Na+] (sodium hydroxide), O (water). Solvent: C1CCOC1 (THF). Product: BrC1=CC(=C(C=C1)CCO)C (2-(4-bromo-2-methylphenyl)ethanol). As a reaction SMILES: [H-].[Al+3].[Li+].[H-].[H-].[H-].[Br:7][C:8]1[CH:13]=[CH:12][C:11]([CH2:14][C:15](OC(C)(C)C)=[O:16])=[C:10]([CH3:22])[CH:9]=1.O.[OH-].[Na+]>C1COCC1>[Br:7][C:8]1[CH:13]=[CH:12][C:11]([CH2:14][CH2:15][OH:16])=[C:10]([CH3:22])[CH:9]=1 |f:0.1.2.3.4.5,8.9|. Procedure: 6.31 mL (6.31 mmol, 1M solution in THF) of lithium aluminum hydride was added at −5° C. to a solution of 4.00 g (6.31 mmol) of tert-butyl (4-bromo-2-methylphenyl)acetate in 50 mL of THF. The reaction mixture was heated to RT and stirred at this temperature until the reaction was complete. 0.3 mL of water, 0.3 mL of 15% aqueous sodium hydroxide solution, and 0.9 mL of water were added successively. After filtration, the organic phase was dried over magnesium sulfate and the solvent was eliminated... Starting materials: BrBr (bromine), N1C(C2=C3C(C=CC=C13)=CC=C2)=O (Benz[cd]indol-2(1H)-one), O (water). Run in ClC(Cl)Cl (trichloromethane). Reaction conditions: temperature 0 celsius. The product is BrC=1C=2C3=C(C(NC3=CC1)=O)C=CC2 (6-Bromo-benzo[cd]indol-2(1H)-one). The yield is 95.4%. RXN SMILES: [NH:1]1[C:9]2[C:4]3[C:5](=[CH:10][CH:11]=[CH:12][C:3]=3[C:2]1=[O:13])[CH:6]=[CH:7][CH:8]=2.[Br:14]Br.O>ClC(Cl)Cl>[Br:14][C:6]1[C:5]2[C:4]3[C:9](=[CH:8][CH:7]=1)[NH:1][C:2](=[O:13])[C:3]=3[CH:12]=[CH:11][CH:10]=2. Procedure: Benz[cd]indol-2(1H)-one (2.1 g, 12.4 mmol) was dissolved in 50 ml trichloromethane and cooled to 0° C. To this stirred and cooled solution was added dropwise bromine (0.64 ml, 12.4 mmol) within 5 minutes. The reaction was allowed to warm up to room temperature for 24 hours. The reaction mixture was then poured into water and extracted with trichloromethane. The organic layer was dried over sodium sulfate, filtered and concentrated to give 2.935 g product (95% yield). Starting materials: [OH-].[K+] (potassium hydroxide), O (water), C(C)OC(C(C(C1=CC(=C(C=C1)OC)OC)Br)Br)=O (2,3-dibromo-3-(3,4-dimethoxyphenyl)propionic acid ethyl ester). The solvent is C(C)O (ethanol). Run at temperature 10 celsius. Yields the product COC=1C=C(C=CC1OC)C#CC(=O)O (3-(3,4-Dimethoxyphenyl)prop-2-ynoic acid). As a reaction SMILES: [OH-].[K+].O.C([O:6][C:7](=[O:22])[CH:8](Br)[CH:9](Br)[C:10]1[CH:15]=[CH:14][C:13]([O:16][CH3:17])=[C:12]([O:18][CH3:19])[CH:11]=1)C>C(O)C>[CH3:19][O:18][C:12]1[CH:11]=[C:10]([C:9]#[C:8][C:7]([OH:22])=[O:6])[CH:15]=[CH:14][C:13]=1[O:16][CH3:17] |f:0.1|. Procedure details: To a solution of 52.7 g (0.80 mol) of potassium hydroxide (85%) in 300 ml of ethanol and 30 ml of water 59.4 g (0.15 mol) of 2,3-dibromo-3-(3,4-dimethoxyphenyl)propionic acid ethyl ester are added at 25° C. over 10 minutes. The mixture is stirred under reflux for 2.5 hours. The solvent is evaporated, the residue dissolved in 200 ml of water and, with cooling to 10° C., the solution acidified with 2N hydrochloric acid. The resulting crystals are filtered off, washed with water and recrystallized ... Reactants: COc1ccc(C(=O)Cl)cc1, COc1ccc2cc(Cc3ccccc3)sc2c1, ClCCl, O, Cl[Sn](Cl)(Cl)Cl. Yields the product COc1ccc(C(=O)c2c(Cc3ccccc3)sc3cc(OC)ccc23)cc1. Reaction SMILES: [C:24]([c:25]1[cH:26][cH:27][c:28]([O:31][CH3:32])[cH:29][cH:30]1)(=[O:33])[Cl:34].[CH2:6]([c:7]1[cH:8][cH:9][cH:10][cH:11][cH:12]1)[c:13]1[cH:14][c:15]2[c:16]([s:17]1)[cH:18][c:19]([O:22][CH3:23])[cH:20][cH:21]2.[Cl:35][CH2:36][Cl:37].[OH2:38].[Sn:1]([Cl:2])([Cl:3])([Cl:4])[Cl:5]>>[CH2:6]([c:7]1[cH:8][cH:9][cH:10][cH:11][cH:12]1)[c:13]1[c:14]([C:24]([c:25]2[cH:26][cH:27][c:28]([O:31][CH3:32])[cH:29][cH:30]2)=[O:33])[c:15]2[c:16]([s:17]1)[cH:18][c:19]([O:22][CH3:23])[cH:20][cH:21]2.